From a dataset of the Open Reaction Database (ORD), a public repository of structured organic reaction records. describe an organic reaction: reactants, conditions, products, and yield Reactants: CC(C)(C)OC(=O)CBr, C1CCOC1, CCCCC(=S)OC, C[Si](C)(C)[N-][Si](C)(C)C, [Na+]. Yields the product CCCC(CC(=O)OC(C)(C)C)C(=S)OC. RXN SMILES: [Br:19][CH2:20][C:21](=[O:22])[O:23][C:24]([CH3:25])([CH3:26])[CH3:27].[CH2:28]1[O:29][CH2:30][CH2:31][CH2:32]1.[CH3:1][CH2:2][CH2:3][CH2:4][C:5](=[S:6])[O:7][CH3:8].[CH3:9][Si:10]([N-:11][Si:12]([CH3:13])([CH3:14])[CH3:15])([CH3:16])[CH3:17].[Na+:18]>>[CH3:1][CH2:2][CH2:3][CH:4]([C:5](=[S:6])[O:7][CH3:8])[CH2:20][C:21](=[O:22])[O:23][C:24]([CH3:25])([CH3:26])[CH3:27]. Starting materials: C(CCC)[N+](CCCC)(CCCC)CCCC.C(C)(C)(C)OC(=O)N[C@@H]1C(N([C@H]1CC)S(=O)(=O)[O-])=O ((trans)-3-t-Butoxycarbonylamino-4-ethyl-2-oxo-1-azetidinesulfonic acid, tetrabutylammonium salt), ClCCl (Dichloromethane). Solvent: C(=O)O (formic acid). Reaction conditions: time 16 hour. Yields the product N[C@@H]1C(N([C@H]1CC)S(=O)(=O)O)=O ((trans)-3-Amino-4-ethyl-2-oxo-1-azetidinesulfonic acid). Isolated yield 34.7%. Reaction SMILES: C([N+](CCCC)(CCCC)CCCC)CCC.C(OC([NH:25][C@H:26]1[C@H:29]([CH2:30][CH3:31])[N:28]([S:32]([O-:35])(=[O:34])=[O:33])[C:27]1=[O:36])=O)(C)(C)C.ClCCl>C(O)=O>[NH2:25][C@H:26]1[C@H:29]([CH2:30][CH3:31])[N:28]([S:32]([OH:35])(=[O:33])=[O:34])[C:27]1=[O:36] |f:0.1|. Procedure details: (trans)-3-t-Butoxycarbonylamino-4-ethyl-2-oxo-1-azetidinesulfonic acid, tetrabutylammonium salt (6.75 g) in 40 ml of 98% formic acid is stirred for 3 hours at ambient temperature. Dichloromethane (60 ml) is added and the mixture is refrigerated for about 16 hours. The resulting precipitate is separated by filtration and then dried in vacuo to yield 0.85 g of the title compound, melting point 185° C., dec. Reactants: FCCBr, O=C([O-])[O-], N#Cc1cccc(O)c1, CS(C)=O, [I-], [K+], [K+], [K+]. Yields the product N#Cc1cccc(OCCF)c1. As a reaction SMILES: [Br:18][CH2:19][CH2:20][F:21].[C:12](=[O:13])([O-:14])[O-:15].[C:1](#[N:2])[c:3]1[cH:4][c:5]([OH:9])[cH:6][cH:7][cH:8]1.[CH3:22][S:23](=[O:24])[CH3:25].[I-:11].[K+:10].[K+:16].[K+:17]>>[C:1](#[N:2])[c:3]1[cH:4][c:5]([O:9][CH2:19][CH2:20][F:21])[cH:6][cH:7][cH:8]1. RXN SMILES: [N:1]([C:3]1[C:4]([C:12]2[CH:17]=[CH:16][CH:15]=[CH:14][CH:13]=2)=[N:5][N:6]2[CH:11]=[CH:10][CH:9]=[CH:8][C:7]=12)=O.C(=O)(O)[O-].[Na+].[C:23](O)(=[O:25])[CH3:24]>[Zn]>[C:23]([NH:1][C:3]1[C:4]([C:12]2[CH:17]=[CH:16][CH:15]=[CH:14][CH:13]=2)=[N:5][N:6]2[CH:11]=[CH:10][CH:9]=[CH:8][C:7]=12)(=[O:25])[CH3:24] |f:1.2|. The reagents and catalysts are [Zn] (zinc). Reactants: N(=O)C=1C(=NN2C1C=CC=C2)C2=CC=CC=C2 (3-nitroso-2-phenylpyrazolo[1,5-a]pyridine), C(C)(=O)O (acetic acid), C([O-])(O)=O.[Na+] (sodium bicarbonate). Procedure: A mixture of 3-nitroso-2-phenylpyrazolo[1,5-a]pyridine (0.81 g) and zinc powder (0.95 g) in acetic acid (10 ml) was heated under reflux for 2.5 hours. The reaction mixture was poured onto ice-water (100 ml) and neutralized with saturated aqueous sodium bicarbonate solution. Resultant precipitates were collected by filtration, washed with water, and recrystallized from ethyl acetate to give crystals of 3-acetamido-2-phenylpyrazolo[1,5-a]pyridine (304 mg). Yields the product C(C)(=O)NC=1C(=NN2C1C=CC=C2)C2=CC=CC=C2 (3-acetamido-2-phenylpyrazolo[1,5-a]pyridine).